The task is: describe an organic reaction: reactants, conditions, products, and yield. This data is from the Open Reaction Database (ORD), a public repository of structured organic reaction records. Starting materials: ClC=1C=2N(C3=CC=CC=C3N1)C(=NN2)C(C)C (4-chloro-1-isopropyl-[1,2,4]triazolo[4,3-a]quinoxaline), product, C(C)N (monoethylamine). Solvent: CN(C=O)C (N,N-dimethylformamide). Conditions: time 4 hour. The product is C(C)NC=1C=2N(C3=CC=CC=C3N1)C(=NN2)C(C)C (4-ethylamino-1-isopropyl-[1,2,4]triazolo[4,3-a]quinoxaline). Isolated yield 22.0%. As a reaction SMILES: Cl[C:2]1[C:3]2[N:4]([C:12]([CH:15]([CH3:17])[CH3:16])=[N:13][N:14]=2)[C:5]2[C:10]([N:11]=1)=[CH:9][CH:8]=[CH:7][CH:6]=2.[CH2:18]([NH2:20])[CH3:19]>CN(C)C=O>[CH2:18]([NH:20][C:2]1[C:3]2[N:4]([C:12]([CH:15]([CH3:17])[CH3:16])=[N:13][N:14]=2)[C:5]2[C:10]([N:11]=1)=[CH:9][CH:8]=[CH:7][CH:6]=2)[CH3:19]. Procedure details: A slurry of 1.0 g. (0.004 mole) of 4-chloro-1-isopropyl-[1,2,4]triazolo[4,3-a]quinoxaline (the product of Example 6) in N,N-dimethylformamide (15 ml.) was saturated with monoethylamine gas and stirred at room temperature for 4 hours. The precipitate was separated by filtration and washed with N,N-dimethylformamide to afford 220 mg. (22% yield) of 4-ethylamino-1-isopropyl-[1,2,4]triazolo[4,3-a]quinoxaline, m.p. 209°-211° C. Mass spectrum: m/e, 255 (P). Reactants: C(C)(C)[Mg]Cl (isopropylmagnesium chloride), BrC=1C=CC=2N(C1)C(=NN2)C2=C(C=CC=C2)Cl (6-bromo-3-(2-chloro-phenyl)-[1,2,4]triazolo[4,3-a]pyridine), CC1=CC=C(C=O)C=C1 (4-methylbenzaldehyde). Run in C1CCOC1 (THF). Reaction conditions: temperature 50 celsius. Product: ClC1=C(C=CC=C1)C1=NN=C2N1C=C(C=C2)C(O)C2=CC=C(C=C2)C ([3-(2-Chloro-phenyl)-[1,2,4]triazolo[4,3-a]pyridin-6-yl]-p-tolyl-methanol). Isolated yield 29.0%. Reaction SMILES: Br[C:2]1[CH:3]=[CH:4][C:5]2[N:6]([C:8]([C:11]3[CH:16]=[CH:15][CH:14]=[CH:13][C:12]=3[Cl:17])=[N:9][N:10]=2)[CH:7]=1.C([Mg]Cl)(C)C.[CH3:23][C:24]1[CH:31]=[CH:30][C:27]([CH:28]=[O:29])=[CH:26][CH:25]=1>C1COCC1>[Cl:17][C:12]1[CH:13]=[CH:14][CH:15]=[CH:16][C:11]=1[C:8]1[N:6]2[CH:7]=[C:2]([CH:28]([C:27]3[CH:30]=[CH:31][C:24]([CH3:23])=[CH:25][CH:26]=3)[OH:29])[CH:3]=[CH:4][C:5]2=[N:10][N:9]=1. Procedure details: In a flame-dried flash under nitrogen a solution of 6-bromo-3-(2-chloro-phenyl)-[1,2,4]triazolo[4,3-a]pyridine (205 mg, 0.66 mmol) in THF (2.5 mL) was cooled to 0° C. A solution of isopropylmagnesium chloride (1.3 eq) was added dropwise, followed by 4-methylbenzaldehyde (1 equivalent), and the resulting mixture was warmed to 50° C. for 3 hours. The reaction was cooled and quenched with water/ethyl acetate. The organic layer was separated, concentrated in vacuo, and the residue purified by flash ...